Dataset: the Open Reaction Database (ORD), a public repository of structured organic reaction records. Task: describe an organic reaction: reactants, conditions, products, and yield The reactants are C(CC#N)#N (malononitrile), CC1=CC=C(C(=O)C2=CC=CC=C2)C=C1 (4-methylbenzophenone), C(C)(C)NC(C)C (diisopropylamine), [Li]CCCC (BuLi). The solvent is C(C)(=O)OCC (Ethyl acetate), O1CCCC1 (tetrahydrofuran), O1CCCC1 (tetrahydrofuran), O1CCCC1 (tetrahydrofuran). Conditions: time 10 minute. Yields the product CC1=CC=C(C=C1)C(C1=CC=CC=C1)=C(C#N)C#N ((4-Methylphenyl)phenylmethylidenemalononitrile). Isolated yield 104.3%. RXN SMILES: C(NC(C)C)(C)C.[Li]CCCC.[C:13](#[N:17])[CH2:14][C:15]#[N:16].[CH3:18][C:19]1[CH:32]=[CH:31][C:22]([C:23]([C:25]2[CH:30]=[CH:29][CH:28]=[CH:27][CH:26]=2)=O)=[CH:21][CH:20]=1>O1CCCC1.C(OCC)(=O)C>[CH3:18][C:19]1[CH:32]=[CH:31][C:22]([C:23](=[C:14]([C:13]#[N:17])[C:15]#[N:16])[C:25]2[CH:30]=[CH:29][CH:28]=[CH:27][CH:26]=2)=[CH:21][CH:20]=1. Procedure: To a solution of 0.85 mL (6 mmol) of diisopropylamine in 11.3 mL of dry tetrahydrofuran, cooled to -78° C., was added 3.5 mL (5.6 mmol) of BuLi and the resulting mixture was stirred for 10 min. Next, 0.34 g (5.1 mmol) of malononitrile dissolved in 1.7 mL of tetrahydrofuran was carefully added and the resulting mixture was stirred for 30 min more. Finally, 1 g (5.1 mmol) of 4-methylbenzophenone in 1.7 mL of tetrahydrofuran was added. The mixture was allowed to warm up to room temperature and then...